describe an organic reaction: reactants, conditions, products, and yield From a dataset of the Open Reaction Database (ORD), a public repository of structured organic reaction records. Yields the product O=C(O)C(=O)O, O=C(Nc1ccc(-c2sc3ccccc3c2Cc2ccc(OCCN3CCCC3)cc2)cc1)C1CCS(=O)(=O)N1. RXN SMILES: [C:51]([C:52](=[O:53])[O-:54])(=[O:55])[O-:56].[N:1]1([CH2:6][CH2:7][O:8][c:9]2[cH:10][cH:11][c:12]([CH2:13][c:14]3[c:15]4[c:16]([s:17][c:18]3-[c:19]3[cH:20][cH:21][c:22]([NH:25][C:26](=[O:27])[CH:28]5[N:29]([C:35]([O:36][CH2:37][c:38]6[cH:39][cH:40][cH:41][cH:42][cH:43]6)=[O:44])[S:30](=[O:33])(=[O:34])[CH2:31][CH2:32]5)[cH:23][cH:24]3)[cH:45][cH:46][cH:47][cH:48]4)[cH:49][cH:50]2)[CH2:2][CH2:3][CH2:4][CH2:5]1>>[C:51]([C:52](=[O:53])[OH:54])(=[O:55])[OH:56].[N:1]1([CH2:6][CH2:7][O:8][c:9]2[cH:10][cH:11][c:12]([CH2:13][c:14]3[c:15]4[c:16]([s:17][c:18]3-[c:19]3[cH:20][cH:21][c:22]([NH:25][C:26](=[O:27])[CH:28]5[NH:29][S:30](=[O:33])(=[O:34])[CH2:31][CH2:32]5)[cH:23][cH:24]3)[cH:45][cH:46][cH:47][cH:48]4)[cH:49][cH:50]2)[CH2:2][CH2:3][CH2:4][CH2:5]1. The reactants are O=C([O-])C(=O)[O-], O=C(Nc1ccc(-c2sc3ccccc3c2Cc2ccc(OCCN3CCCC3)cc2)cc1)C1CCS(=O)(=O)N1C(=O)OCc1ccccc1. The reactants are C(C)(C)(C)N1N=CC2=C(C1=O)C=NN2 (5-t-butyl-1H-pyrazolo [3,4-d]pyridazin-4(5H)-one), ClC1=C(C(=O)C2=CC=C(CBr)C=C2)C=CC(=C1)Cl (4-(2,4-dichlorobenzoyl)benzyl bromide), C([O-])([O-])=O.[K+].[K+] (potassium carbonate). Run in CN(C)C=O (DMF). Run at time 15 hour. Product: C(C)(C)(C)N1N=CC=2C(C1=O)=CN(N2)CC2=CC=C(C=C2)C(C2=C(C=C(C=C2)Cl)Cl)=O (5-Tert-butyl-2-[4-(2,4-dichlorobenzoyl)benzyl]-2H-pyrazolo [3,4-d]pyridazin-4(5H)-one). Reaction SMILES: [C:1]([N:5]1[C:10](=[O:11])[C:9]2[CH:12]=[N:13][NH:14][C:8]=2[CH:7]=[N:6]1)([CH3:4])([CH3:3])[CH3:2].[Cl:15][C:16]1[CH:31]=[C:30]([Cl:32])[CH:29]=[CH:28][C:17]=1[C:18]([C:20]1[CH:27]=[CH:26][C:23]([CH2:24]Br)=[CH:22][CH:21]=1)=[O:19].C(=O)([O-])[O-].[K+].[K+]>CN(C=O)C>[C:1]([N:5]1[C:10](=[O:11])[C:9]2=[CH:12][N:13]([CH2:24][C:23]3[CH:22]=[CH:21][C:20]([C:18](=[O:19])[C:17]4[CH:28]=[CH:29][C:30]([Cl:32])=[CH:31][C:16]=4[Cl:15])=[CH:27][CH:26]=3)[N:14]=[C:8]2[CH:7]=[N:6]1)([CH3:4])([CH3:2])[CH3:3] |f:2.3.4|. Procedure: In DMF (5 ml) was dissolved 5-t-butyl-1H-pyrazolo [3,4-d]pyridazin-4(5H)-one (288 mg) followed by addition of 4-(2,4-dichlorobenzoyl)benzyl bromide (791 mg) and potassium carbonate (318 mg), and the mixture was stirred at room temperature for 15 hours. This reaction mixture was extracted with ethyl acetate and the organic layer was serially washed with water and saturated aqueous NaCl solution, dried over anhydrous magnesium sulfate, and concentrated. The residue was purified by silica gel colum... Reactants: CCO, CCOC(=O)c1ccc(C(=O)Nc2ccc3c(c2)C(C)(C)CCC(=O)N3C)cc1, [Na+], [OH-], O. Product: CN1C(=O)CCC(C)(C)c2cc(NC(=O)c3ccc(C(=O)O)cc3)ccc21. RXN SMILES: [CH2:33]([OH:34])[CH3:35].[CH3:1][N:2]1[C:3](=[O:29])[CH2:4][CH2:5][C:6]([CH3:27])([CH3:28])[c:7]2[c:8]1[cH:9][cH:10][c:11]([NH:13][C:14](=[O:15])[c:16]1[cH:17][cH:18][c:19]([C:20](=[O:21])[O:22][CH2:23][CH3:24])[cH:25][cH:26]1)[cH:12]2.[Na+:31].[OH-:30].[OH2:32]>>[CH3:1][N:2]1[C:3](=[O:29])[CH2:4][CH2:5][C:6]([CH3:27])([CH3:28])[c:7]2[c:8]1[cH:9][cH:10][c:11]([NH:13][C:14](=[O:15])[c:16]1[cH:17][cH:18][c:19]([C:20](=[O:21])[OH:22])[cH:25][cH:26]1)[cH:12]2.